From a dataset of the Open Reaction Database (ORD), a public repository of structured organic reaction records. describe an organic reaction: reactants, conditions, products, and yield The reactants are Cc1ccc(N2C(=O)c3ccccc3C2=O)nc1, ClCCl, O=C(OO)c1cccc(Cl)c1. Product: Cc1ccc(N2C(=O)c3ccccc3C2=O)[n+]([O-])c1. As a reaction SMILES: [CH3:1][c:2]1[cH:3][cH:4][c:5]([N:8]2[C:9](=[O:18])[c:10]3[cH:11][cH:12][cH:13][cH:14][c:15]3[C:16]2=[O:17])[n:6][cH:7]1.[Cl:30][CH2:31][Cl:32].[OH:19][O:20][C:21]([c:22]1[cH:23][c:24]([Cl:25])[cH:26][cH:27][cH:28]1)=[O:29]>>[CH3:1][c:2]1[cH:3][cH:4][c:5]([N:8]2[C:9](=[O:18])[c:10]3[cH:11][cH:12][cH:13][cH:14][c:15]3[C:16]2=[O:17])[n+:6]([O-:19])[cH:7]1. The reactants are C(C)(=O)O (acetic acid), C[O-].[Na+] (Sodium methylate), C(C)(=O)SC1CN2CCC1CC2 (3-(acetylthio)quinuclidine), C[O-].[Na+] (Sodium methylate). Run in CO (methanol). Product: SC1CN2CCC1CC2 (3-Mercaptoquinuclidine). Isolated yield 25.0%. As a reaction SMILES: C[O-].[Na+].C([S:7][CH:8]1[CH:13]2[CH2:14][CH2:15][N:10]([CH2:11][CH2:12]2)[CH2:9]1)(=O)C.C(O)(=O)C>CO>[SH:7][CH:8]1[CH:13]2[CH2:14][CH2:15][N:10]([CH2:11][CH2:12]2)[CH2:9]1 |f:0.1|. Procedure: Sodium methylate (0.5 g) is added to a solution of 3-(acetylthio)quinuclidine (14.5 g) in methanol (150 cc). The reaction mixture is then heated under reflux for 1 hour. Sodium methylate (0.5 g) is added again and the mixture is then heated under reflux for 2 hours. The reaction mixture is concentrated to dryness under reduced pressure (2.7 kPa) at 40° C. Distilled water (40 cc) is added to the residue obtained, followed by acetic acid (approximately 1 cc) to obtain a pH in the region of 8. The ... The reactants are NC=1C=CC2=C(C(OC(N2C)=O)(CC)CC)C1 (6-amino-4,4-diethyl-1-methyl-1,4-dihydro-2H-3,1-benzoxazin-2-one), ClC=1C=C(C=CC1F)B(O)O (3-chloro-4-fluorophenylboronic acid). Product: ClC=1C=C(C=CC1F)NC=1C=CC2=C(C(OC(N2C)=O)(CC)CC)C1 (6-[(3-chloro-4-fluorophenyl)amino]-4,4-diethyl-1-methyl-1,4-dihydro-2H-3,1-benzoxazin-2-one). Reaction SMILES: [NH2:1][C:2]1[CH:3]=[CH:4][C:5]2[N:10]([CH3:11])[C:9](=[O:12])[O:8][C:7]([CH2:15][CH3:16])([CH2:13][CH3:14])[C:6]=2[CH:17]=1.[Cl:18][C:19]1[CH:20]=[C:21](B(O)O)[CH:22]=[CH:23][C:24]=1[F:25]>>[Cl:18][C:19]1[CH:20]=[C:21]([NH:1][C:2]2[CH:3]=[CH:4][C:5]3[N:10]([CH3:11])[C:9](=[O:12])[O:8][C:7]([CH2:15][CH3:16])([CH2:13][CH3:14])[C:6]=3[CH:17]=2)[CH:22]=[CH:23][C:24]=1[F:25]. Procedure: Prepared from 6-amino-4,4-diethyl-1-methyl-1,4-dihydro-2H-3,1-benzoxazin-2-one and 3-chloro-4-fluorophenylboronic acid according to the coupling procedure described in example 1. 1H NMR (DMSO-d6): δ 8.22 (s, 1H), 7.26 (t, J=9.1 Hz, 1H), 7.09 (dd, J=8.7, 2.3 Hz, 1H), 7.03 (m, 2H), 6.91 (m, 1H), 6.88 (d, J=2.3 Hz, 1H), 3.26 (s, 3H), 1.97 (m, 4H), 0.82 (t, J=7.2 Hz, 6H); MS (ESI) m/z 363/365 ([M+H]+); MS (ESI) m/z 361/363 ([M−H]−); Anal. calcd for C19H20ClFN2O2: C, 62.90; H, 5.56; N, 7.72. Found: C... Reported procedure: 1-(3-Methoxybenzoyl)-3-[2-(2-cyclohexylmethylpiperidino)ethyl]-5-methoxy-2-methylindole is prepared by reaction of 3-[2-(2-cyclohexylmethylpiperidino)ethyl]-5-methoxy-2-methylindole with sodium hydride in DMF and reaction of the resulting sodium salt with 3-methoxybenzoyl chloride following the procedure described above in Example 1. Run in CN(C)C=O (DMF). The product is COC=1C=C(C(=O)N2C(=C(C3=CC(=CC=C23)OC)CCN2C(CCCC2)CC2CCCCC2)C)C=CC1 (1-(3-Methoxybenzoyl)-3-[2-(2-cyclohexylmethylpiperidino)ethyl]-5-methoxy-2-methylindole). Reactants: C1(CCCCC1)CC1N(CCCC1)CCC1=C(NC2=CC=C(C=C12)OC)C (3-[2-(2-cyclohexylmethylpiperidino)ethyl]-5-methoxy-2-methylindole), [H-].[Na+] (sodium hydride), [Na] (sodium), COC=1C=C(C(=O)Cl)C=CC1 (3-methoxybenzoyl chloride). Reaction SMILES: [CH:1]1([CH2:7][CH:8]2[CH2:13][CH2:12][CH2:11][CH2:10][N:9]2[CH2:14][CH2:15][C:16]2[C:24]3[C:19](=[CH:20][CH:21]=[C:22]([O:25][CH3:26])[CH:23]=3)[NH:18][C:17]=2[CH3:27])[CH2:6][CH2:5][CH2:4][CH2:3][CH2:2]1.[H-].[Na+].[Na].[CH3:31][O:32][C:33]1[CH:34]=[C:35]([CH:39]=[CH:40][CH:41]=1)[C:36](Cl)=[O:37]>CN(C=O)C>[CH3:31][O:32][C:33]1[CH:34]=[C:35]([CH:39]=[CH:40][CH:41]=1)[C:36]([N:18]1[C:19]2[C:24](=[CH:23][C:22]([O:25][CH3:26])=[CH:21][CH:20]=2)[C:16]([CH2:15][CH2:14][N:9]2[CH2:10][CH2:11][CH2:12][CH2:13][CH:8]2[CH2:7][CH:1]2[CH2:6][CH2:5][CH2:4][CH2:3][CH2:2]2)=[C:17]1[CH3:27])=[O:37] |f:1.2,^1:29|. Starting materials: CCOC(=O)c1cccnc1, CC(C)(C)O, CC(C)(C)[O-], [K+], N#CCc1ccccc1, O. The product is N#CC(C(=O)c1cccnc1)c1ccccc1. As a reaction SMILES: [C:1]([c:2]1[cH:3][n:4][cH:5][cH:6][cH:7]1)([O:9][CH2:8][CH3:10])=[O:11].[C:27]([OH:28])([CH3:29])([CH3:30])[CH3:31].[CH3:21][C:22]([CH3:23])([O-:24])[CH3:25].[K+:26].[N:12]#[C:13][CH2:14][c:15]1[cH:16][cH:17][cH:18][cH:19][cH:20]1.[OH2:32]>>[C:1]([c:2]1[cH:3][n:4][cH:5][cH:6][cH:7]1)(=[O:9])[CH:14]([C:13]#[N:12])[c:15]1[cH:16][cH:17][cH:18][cH:19][cH:20]1. Starting materials: C=C(C)C1(O)C(OC)C(OC)COC1(O)CO, CCOCC, CCCCC, Cc1ccc(S(=O)(=O)Cl)cc1, c1ccncc1. The product is C=C(C)C1(O)C(OC)C(OC)COC1(O)C(O)S(=O)(=O)c1ccc(C)cc1. RXN SMILES: [C:1](=[CH2:2])([CH3:3])[C:4]1([OH:17])[C:5]([CH2:6][OH:7])([OH:8])[O:9][CH2:10][CH:11]([O:15][CH3:16])[CH:12]1[O:13][CH3:14].[CH2:40]([O:41][CH2:42][CH3:43])[CH3:44].[CH3:35][CH2:36][CH2:37][CH2:38][CH3:39].[S:18](=[O:19])(=[O:20])([c:21]1[cH:22][cH:23][c:24]([CH3:25])[cH:26][cH:27]1)[Cl:28].[cH:29]1[cH:30][cH:31][n:32][cH:33][cH:34]1>>[C:1](=[CH2:2])([CH3:3])[C:4]1([OH:17])[C:5]([CH:6]([OH:7])[S:18](=[O:19])(=[O:20])[c:21]2[cH:22][cH:23][c:24]([CH3:25])[cH:26][cH:27]2)([OH:8])[O:9][CH2:10][CH:11]([O:15][CH3:16])[CH:12]1[O:13][CH3:14]. The reactants are BrC1=CC=CC2=C1C(N(CC=1N2C=NC1)C)=O (7-bromo-4,5-dihydro-5-methyl-6H -imidazo[1,5-a][1,4]benzodiazepin-6-one), II (iodine). Run in CN(C=O)C (N,N-dimethylformamide). Yields the product BrC1=CC=CC2=C1C(N(CC=1N2C=NC1I)C)=O (7-bromo-4,5-dihydro-3-iodo-5-methyl-6H-imidazo [1,5-a][1,4]benzodiazepin-6-one). RXN SMILES: [Br:1][C:2]1[C:7]2[C:8](=[O:17])[N:9]([CH3:16])[CH2:10][C:11]3[N:12]([CH:13]=[N:14][CH:15]=3)[C:6]=2[CH:5]=[CH:4][CH:3]=1.[I:18]I>CN(C)C=O>[Br:1][C:2]1[C:7]2[C:8](=[O:17])[N:9]([CH3:16])[CH2:10][C:11]3[N:12]([CH:13]=[N:14][C:15]=3[I:18])[C:6]=2[CH:5]=[CH:4][CH:3]=1. Reported procedure: 12.80 g (44 mmol) of 7-bromo-4,5-dihydro-5-methyl-6H -imidazo[1,5-a][1,4]benzodiazepin-6-one were stirred at 95° for 3.5 hours with 39 g (154 mmol) of iodine in 80 ml of N,N-dimethylformamide. The reaction mixture was evaporated, the residue was taken up in methylene chloride and water and decolorized by the addition of sodium thiosulfate. The mixture was filtered the organic phase was separated, dried over magnesium sulfate and evaporated. After chromatography of the residue on silica gel while...